Task: describe an organic reaction: reactants, conditions, products, and yield. Dataset: the Open Reaction Database (ORD), a public repository of structured organic reaction records Run at time 1 hour. Yields the product COC(C1=CC(=C(C(=C1)OC)O)I)=O (4-Hydroxy-3-iodo-5-methoxybenzoic acid methyl ester). The yield is 113.6%. The reactants are COC(C1=CC(=C(C=C1)O)OC)=O (4-hydroxy-3-methoxybenzoic acid methyl ester), IN1C(CCC1=O)=O (N-iodosuccinimide). Procedure: To a solution of 4-hydroxy-3-methoxybenzoic acid methyl ester (5.0 g) in tetrahydrofuran (20 mL) was added N-iodosuccinimide (6.17 g) at 0° C., and the mixture was stirred for 1 hour. The precipitated solid was filtered, washed with water, and dried to give the title compound (9.60 g). The solvent is O1CCCC1 (tetrahydrofuran). Reaction SMILES: [CH3:1][O:2][C:3](=[O:13])[C:4]1[CH:9]=[CH:8][C:7]([OH:10])=[C:6]([O:11][CH3:12])[CH:5]=1.[I:14]N1C(=O)CCC1=O>O1CCCC1>[CH3:1][O:2][C:3](=[O:13])[C:4]1[CH:5]=[C:6]([O:11][CH3:12])[C:7]([OH:10])=[C:8]([I:14])[CH:9]=1. Starting materials: C(C)(C)N (isopropylamine), C(CCC)[Li] (n-butyllithium), sol., [Li+].CC(C)[N-]C(C)C (LDA), COC(=O)C1CCN(CC1)C(=O)OC(C)(C)C (piperidine-1,4-dicarboxylic acid 1-tert-butyl ester 4 methyl ester), [Cl-].[NH4+] (ammonium chloride), C(C1=CC=CC=C1)Br (Benzyl bromide). Solvent: C1CCOC1 (THF), hexanes, C1CCOC1 (THF), CN(C)P(=O)(N(C)C)N(C)C (HMPA), C1CCOC1 (THF). Reaction conditions: time 1 hour. The product is COC(=O)C1(CCN(CC1)C(=O)OC(C)(C)C)CC1=CC=CC=C1 (4-Benzylpiperidine-1,4-dicarboxylic acid 1-tert-butyl ester 4-methyl ester). Yield: 62.7%. RXN SMILES: C(N)(C)C.C([Li])CCC.[Li+].CC([N-]C(C)C)C.[CH3:18][O:19][C:20]([CH:22]1[CH2:27][CH2:26][N:25]([C:28]([O:30][C:31]([CH3:34])([CH3:33])[CH3:32])=[O:29])[CH2:24][CH2:23]1)=[O:21].[CH2:35](Br)[C:36]1[CH:41]=[CH:40][CH:39]=[CH:38][CH:37]=1.[Cl-].[NH4+]>C1COCC1.CN(P(N(C)C)(N(C)C)=O)C>[CH3:18][O:19][C:20]([C:22]1([CH2:35][C:36]2[CH:41]=[CH:40][CH:39]=[CH:38][CH:37]=2)[CH2:23][CH2:24][N:25]([C:28]([O:30][C:31]([CH3:34])([CH3:33])[CH3:32])=[O:29])[CH2:26][CH2:27]1)=[O:21] |f:2.3,6.7|. Procedure details: To a solution of isopropylamine (1.34 ml, 9.559 mmol) in THF (40 ml) at 0° C. was added n-butyllithium (3.65 ml of a 2.5M sol. In hexanes, 9.125 mmol). The resulting LDA solution was added via cannula to a solution of piperidine-1,4-dicarboxylic acid 1-tert-butyl ester 4 methyl ester (2.11 g, 8.690 mmol) in THF (40 ml) and HMPA (8 ml) at −78° C. and stirring continued for 1 hour. Benzyl bromide (1.19 ml, 9.994 mmol) in THF (5 ml) was then added and the solution warmed to room temperature over 2 ... Starting materials: [Br-], BrC[P+](c1ccccc1)(c1ccccc1)c1ccccc1, CC(C)(C)[O-], CC1(C)Cc2cc(C=O)ccc2C(=CC(=O)c2ccccc2)N1, [K+], C1CCOC1. The product is C#Cc1ccc2c(c1)CC(C)(C)NC2=CC(=O)c1ccccc1. Reaction SMILES: [Br-:1].[Br:2][CH2:3][P+:4]([c:5]1[cH:6][cH:7][cH:8][cH:9][cH:10]1)([c:11]1[cH:12][cH:13][cH:14][cH:15][cH:16]1)[c:17]1[cH:18][cH:19][cH:20][cH:21][cH:22]1.[CH3:23][C:24]([CH3:25])([O-:26])[CH3:27].[CH:29](=[O:30])[c:31]1[cH:32][c:33]2[c:38]([cH:39][cH:40]1)[C:37](=[CH:41][C:42](=[O:43])[c:44]1[cH:45][cH:46][cH:47][cH:48][cH:49]1)[NH:36][C:35]([CH3:50])([CH3:51])[CH2:34]2.[K+:28].[O:52]1[CH2:53][CH2:54][CH2:55][CH2:56]1>>[CH:3]#[C:29][c:31]1[cH:32][c:33]2[c:38]([cH:39][cH:40]1)[C:37](=[CH:41][C:42](=[O:43])[c:44]1[cH:45][cH:46][cH:47][cH:48][cH:49]1)[NH:36][C:35]([CH3:50])([CH3:51])[CH2:34]2. The reactants are N1=CC(=CC=C1)C1(C2CC3(OCCO3)C(C1)CC2)O (5-Pyridin-3-ylspiro[bicyclo[2.2.2]octane-2,2′-[1,3]dioxolan]-5-ol), Cl (Hydrochloric acid). The solvent is C1CCOC1 (THF), C(=O)(O)[O-].[Na+].O (NaHCO3 H2O). Run at time 4 hour. The product is OC1(C2CC(C(C1)CC2)=O)C=2C=NC=CC2 (5-Hydroxy-5-pyridin-3-ylbicyclo[2.2.2]octan-2-one). Reaction SMILES: [N:1]1[CH:6]=[CH:5][CH:4]=[C:3]([C:7]2([OH:19])[CH2:16][CH:15]3[CH2:17][CH2:18][CH:8]2[CH2:9][C:10]23OCC[O:11]2)[CH:2]=1.Cl>C1COCC1.C([O-])(O)=O.[Na+].O>[OH:19][C:7]1([C:3]2[CH:2]=[N:1][CH:6]=[CH:5][CH:4]=2)[CH2:16][CH:15]2[CH2:17][CH2:18][CH:8]1[CH2:9][C:10]2=[O:11] |f:3.4.5|. Reported procedure: Alcohol of step A (higher Rf isomer, 0.290 g, 1.11 mmol) was dissolved in THF (10 mL) under nitrogen. Hydrochloric acid (2.0 mL, 4.0 M aqueous solution, 8.0 mmol) was added and the mixture stirred for 4 hours at room temperature. The mixture was then diluted with NaHCO3/H2O and extracted twice with ethyl acetate. The extracts were washed with brine, dried over MgSO4, filtered and concentrated to provide a light yellow solid, 0.204 g (85%). The crude product 2 was used directly for the next step ... The reactants are C1C2(CCC3=CC=CC=C13)CCC(CC2)=O (3',4'-dihydrospiro[cyclohexane-1,2'(1'H)-naphthalen]-4-one), C(C)OC=1C=C2CC3(C(C2=CC1)=O)CCC(CC3)=O (5'-ethoxyspiro(cyclohexane-1,2'-indan)1', 4-dione), Cl (hydrochloric acid). Solvent: CC(=O)C (acetone). Yields the product C1COC2(C3(CC4=CC(=CC=C24)OCC)CCC(CC3)=O)O1 (5'-ethoxyspiro(cyclohexane-1,2'-indan)-1',4-dione 4-ethylene ketal). Reaction SMILES: C1C2C(=CC=CC=2)CCC21CC[C:13](=[O:16])[CH2:12]C2.[CH2:17]([O:19][C:20]1[CH:21]=[C:22]2[C:26](=[CH:27][CH:28]=1)[C:25](=[O:29])[C:24]1([CH2:34][CH2:33][C:32](=[O:35])[CH2:31][CH2:30]1)[CH2:23]2)[CH3:18].Cl>CC(C)=O>[CH2:13]1[O:16][C:25]2([C:26]3[C:22](=[CH:21][C:20]([O:19][CH2:17][CH3:18])=[CH:28][CH:27]=3)[CH2:23][C:24]32[CH2:34][CH2:33][C:32](=[O:35])[CH2:31][CH2:30]3)[O:29][CH2:12]1. Procedure: A mixture of 1.86 g. (0.0072 mole) of 3',4'-dihydrospiro[cyclohexane-1,2'(1'H)-naphthalen]-4-one, ethylene ketal (8) (prepared in Example 7C) and 2 ml. of 2.5 N hydrochloric acid in 40 ml. of acetone is heated at reflux for about 17 hours. Most of the solvent is removed under vacuum and the residue dissolved in water and ether. The organic layer is washed with water and brine and then evaporated to dryness to give 3',4'-dihydrospiro[cyclohexane-1,2'(1'H)-naphthalen]-4-one (9). The reactants are CC(C)O, CCN(C(C)C)C(C)C, N#CC1CCCC(N)C1, O=[N+]([O-])c1cnc2c(ccn2S(=O)(=O)c2ccccc2)c1Cl. The product is N#CC1CCCC(Nc2c([N+](=O)[O-])cnc3c2ccn3S(=O)(=O)c2ccccc2)C1. RXN SMILES: [CH3:41][CH:42]([OH:43])[CH3:44].[CH:32]([N:33]([CH:34]([CH3:35])[CH3:36])[CH2:37][CH3:38])([CH3:39])[CH3:40].[NH2:23][CH:24]1[CH2:25][CH:26]([C:30]#[N:31])[CH2:27][CH2:28][CH2:29]1.[c:1]1([S:7](=[O:8])(=[O:9])[n:10]2[cH:11][cH:12][c:13]3[c:14]2[n:15][cH:16][c:17]([N+:20](=[O:21])[O-:22])[c:18]3[Cl:19])[cH:2][cH:3][cH:4][cH:5][cH:6]1>>[c:1]1([S:7](=[O:8])(=[O:9])[n:10]2[cH:11][cH:12][c:13]3[c:14]2[n:15][cH:16][c:17]([N+:20](=[O:21])[O-:22])[c:18]3[NH:23][CH:24]2[CH2:25][CH:26]([C:30]#[N:31])[CH2:27][CH2:28][CH2:29]2)[cH:2][cH:3][cH:4][cH:5][cH:6]1. As a reaction SMILES: [CH3:1][N:2]([CH3:24])[C:3]1[N:23]=[C:6]2[CH:7]=[C:8]([NH:11][C:12]([C:14]3[N:18]([CH3:19])[N:17]=[CH:16][C:15]=3[C:20]([OH:22])=O)=[O:13])[CH:9]=[CH:10][N:5]2[N:4]=1.Cl.[F:26][CH:27]1[CH2:30][NH:29][CH2:28]1.CCCP(=O)=O.C(N(C(C)C)CC)(C)C>O1CCCC1>[CH3:1][N:2]([CH3:24])[C:3]1[N:23]=[C:6]2[CH:7]=[C:8]([NH:11][C:12]([C:14]3[N:18]([CH3:19])[N:17]=[CH:16][C:15]=3[C:20]([N:29]3[CH2:30][CH:27]([F:26])[CH2:28]3)=[O:22])=[O:13])[CH:9]=[CH:10][N:5]2[N:4]=1 |f:1.2|. Starting materials: CN(C1=NN2C(C=C(C=C2)NC(=O)C2=C(C=NN2C)C(=O)O)=N1)C (5-(2-(dimethylamino)-[1,2,4]triazolo[1,5-a]pyridin-7-ylcarbamoyl)-1-methyl-1H-pyrazole-4-carboxylic acid), Cl.FC1CNC1 (3-fluoroazetidine hydrochloride), CCCP(=O)=O (propylphosphonic anhydride), C(C)(C)N(CC)C(C)C (diisopropylethylamine). Yields the product CN(C1=NN2C(C=C(C=C2)NC(=O)C2=C(C=NN2C)C(=O)N2CC(C2)F)=N1)C (N-(2-(dimethylamino)-[1,2,4]triazolo[1,5-a]pyridin-7-yl)-4-(3-fluoroazetidine-1-carbonyl)-1-methyl-1H-pyrazole-5-carboxamide). Solvent: O1CCCC1 (tetrahydrofurane). Run at time 18 hour. Yield: 89.9%. Reported procedure: A mixture of 5-(2-(dimethylamino)-[1,2,4]triazolo[1,5-a]pyridin-7-ylcarbamoyl)-1-methyl-1H-pyrazole-4-carboxylic acid (150 mg, 455 μmol), 3-fluoroazetidine hydrochloride (152 mg, 1.37 mmol), propylphosphonic anhydride (50% in ethyl acetate, 671 μl, 1.14 mmol) and diisopropylethylamine (398 μl, 2.28 mmol) in tetrahydrofurane (8 ml) is stirred for 18 hours at room temperature under nitrogen atmosphere. The solvent is evaporated and the residue triturated with sat. aqueous sodium hydrogencarbonate ... Starting materials: FC1=CC=C(CP(OC)(OC)=O)C=C1 (4-Fluorobenzylphosphonic acid, dimethyl ester), FC1=C(CBr)C=CC=C1 (2-fluorobenzyl bromide), COP(OC)OC (trimethylphosphite). The product is FC1=C(CP(OC)(OC)=O)C=CC=C1 (2-Fluorobenzylphosphonic acid, dimethyl ester). As a reaction SMILES: F[C:2]1[CH:14]=[CH:13][C:5]([CH2:6][P:7](=[O:12])([O:10][CH3:11])[O:8][CH3:9])=[CH:4][CH:3]=1.[F:15]C1C=CC=CC=1CBr.COP(OC)OC>>[F:15][C:13]1[CH:14]=[CH:2][CH:3]=[CH:4][C:5]=1[CH2:6][P:7](=[O:12])([O:10][CH3:11])[O:8][CH3:9]. Procedure details: Following the procedure of Compound 11, 2-fluorobenzyl bromide is reacted with trimethylphosphite. Reactants: ClC1=NC=C(C=C1)CC(=O)O (2-chloropyridine-5-acetic acid), C1(=CC=CC=C1)B(O)O (phenylboronic acid), C(=O)([O-])[O-].[Na+].[Na+] (Na2CO3). Solvent: C(C)(C)O.O (water isopropanol), O (water), CC(C)O.O (i-PrOH H2O), [OH-].[Na+] (NaOH), O (water). Run at temperature 67.5 celsius. Product: C1(=CC=CC=C1)C1=NC=C(C=C1)CC(=O)O (2-phenylpyridine-5-acetic acid). Reaction SMILES: Cl[C:2]1[CH:7]=[CH:6][C:5]([CH2:8][C:9]([OH:11])=[O:10])=[CH:4][N:3]=1.[C:12]1(B(O)O)[CH:17]=[CH:16][CH:15]=[CH:14][CH:13]=1.C([O-])([O-])=O.[Na+].[Na+]>O.CC(O)C.O.[OH-].[Na+]>[C:12]1([C:2]2[CH:7]=[CH:6][C:5]([CH2:8][C:9]([OH:11])=[O:10])=[CH:4][N:3]=2)[CH:17]=[CH:16][CH:15]=[CH:14][CH:13]=1 |f:2.3.4,6.7,8.9|. Procedure details: 2-chloropyridine-5-acetic acid (0.2 gm, 1.21 mmole), phenylboronic acid (0.16 gm, 1.3 mmole) and 50% water wet 10% Palladium carbon (0.08 gm, 0.036 mmole Pd) were added to 10 ml of 5:1 water isopropanol mixture, then Na2CO3 (0.15 gm, 1.4 mmole) dissolved in 3 ml of water was added to the above mixture, the reaction was heated at 65-70° C. overnight, the reaction was cooled to room temperature, diluted with 20 ml of 70:15:1 i-PrOH/H2O/10% NaOH, filtered, the catalyst was washed with 20 ml×3 using...